Dataset: the Open Reaction Database (ORD), a public repository of structured organic reaction records. Task: describe an organic reaction: reactants, conditions, products, and yield Reactants: OC=1C(C=C(NC1)CN1C(N(CC1)S(=O)(=O)NC(=O)N1C([C@H](C1)NC(OCC1=CC=CC=C1)=O)=O)=O)=O ((S)-[1-[[[[3-[(1,4-Dihydro-5-hydroxy-4-oxo-2-pyridinyl)methyl]-2-oxo-1-imidazolidinyl]sulfonyl]amino]carbonyl]-2-oxo-3-azetidinyl]carbamic acid, phenylmethyl ester), C1(=CC=CC=C1)SC (thioanisole), FC(C(=O)O)(F)F (trifluoroacetic acid). Reaction conditions: time 8 hour. The product is FC(C(=O)O)(F)F.N[C@@H]1C(N(C1)C(=O)NS(=O)(=O)N1C(N(CC1)CC=1NC=C(C(C1)=O)O)=O)=O ((S)-3-Amino-N-[[3-[(1,4-dihydro-5-hydroxy-4-oxo-2-pyridinyl)methyl]-2-oxo-1-imidazolidinyl]sulfonyl]-2-oxo-1-azetidinecarboxamide, trifluoroacetate salt). Reaction SMILES: [OH:1][C:2]1[C:3](=[O:37])[CH:4]=[C:5]([CH2:8][N:9]2[CH2:13][CH2:12][N:11]([S:14]([NH:17][C:18]([N:20]3[CH2:23][C@H:22]([NH:24]C(=O)OCC4C=CC=CC=4)[C:21]3=[O:35])=[O:19])(=[O:16])=[O:15])[C:10]2=[O:36])[NH:6][CH:7]=1.C1(SC)C=CC=CC=1.[F:46][C:47]([F:52])([F:51])[C:48]([OH:50])=[O:49]>>[F:46][C:47]([F:52])([F:51])[C:48]([OH:50])=[O:49].[NH2:24][C@H:22]1[CH2:23][N:20]([C:18]([NH:17][S:14]([N:11]2[CH2:12][CH2:13][N:9]([CH2:8][C:5]3[NH:6][CH:7]=[C:2]([OH:1])[C:3](=[O:37])[CH:4]=3)[C:10]2=[O:36])(=[O:16])=[O:15])=[O:19])[C:21]1=[O:35] |f:3.4|. Procedure: (S)-[1-[[[[3-[(1,4-Dihydro-5-hydroxy-4-oxo-2-pyridinyl)methyl]-2-oxo-1-imidazolidinyl]sulfonyl]amino]carbonyl]-2-oxo-3-azetidinyl]carbamic acid, phenylmethyl ester (0.50 g, 0.93 mmol) was added to a mixture of 0.5 ml of thioanisole and 2 ml of trifluoroacetic acid . The solution was stirred overnight at room temperature and evaporated in vacuo. The residue was triturated with ether, filtered off by suction, and dried in vacuo, yielding 0.49 g of the title compound, melting point 155° C. Reactants: C(C=C)OC(=O)N1CC(CC1)CO (1-allyloxycarbonyl-3-hydroxymethylpyrrolidine), CC(=O)C.OS(=O)(=O)O.O=[Cr](=O)=O (Jones reagent), C(C)(=O)OCC (ethyl acetate), C(C)(C)O (isopropyl alcohol). Run in CC(=O)C (acetone). Run at time 1 hour. The product is C(C)(=O)C1CN(CC1)C(=O)OCC=C (3-acetyl-1-allyloxycarbonylpyrrolidine). Reaction SMILES: [CH2:1]([O:4][C:5]([N:7]1[CH2:11][CH2:10][CH:9]([CH2:12][OH:13])[CH2:8]1)=[O:6])[CH:2]=[CH2:3].[CH3:14]C(C)=O.OS(O)(=O)=O.O=[Cr](=O)=O.C(O)(C)C.C(OCC)(=O)C>CC(C)=O>[C:12]([CH:9]1[CH2:10][CH2:11][N:7]([C:5]([O:4][CH2:1][CH:2]=[CH2:3])=[O:6])[CH2:8]1)(=[O:13])[CH3:14] |f:1.2.3|. Reported procedure: To a solution of 1-allyloxycarbonyl-3-hydroxymethylpyrrolidine (2.6 g) in acetone was added Jones reagent (1.25N, 20 ml) at ambient temperature. After stirring for 1 hour, isopropyl alcohol (10 ml) was added thereto. The resulting precipitate was removed by filtration and the filtrate was evaporated in vacuo. The residue was dissolved in dichloromethane, dicyclohexylcarbodiimide (0.79 g), Meldrum's acid (0.55 g), 4-methylaminopyridine (0.47 g) to the solution at 0° C. After stirring for 24 hours... Reactants: C(C1=CC=CC=C1)N1CCNCCC1 (1-benzyl-1,4-diazepane), ClC=1C=CC=2N(N1)C(=NN2)SC (6-chloro-3-methylsulfanyl-1,2,4-triazolo[4,3-b]pyridazine). Yields the product C(C1=CC=CC=C1)N1CCN(CCC1)C=1C=CC=2N(N1)C(=NN2)SC (6-(4-benzyl-1,4-diazepan-1-yl)-3-methylsulfanyl-[1,2,4]triazolo[4,3-b]pyridazine). As a reaction SMILES: [CH2:1]([N:8]1[CH2:14][CH2:13][CH2:12][NH:11][CH2:10][CH2:9]1)[C:2]1[CH:7]=[CH:6][CH:5]=[CH:4][CH:3]=1.Cl[C:16]1[CH:17]=[CH:18][C:19]2[N:20]([C:22]([S:25][CH3:26])=[N:23][N:24]=2)[N:21]=1>>[CH2:1]([N:8]1[CH2:14][CH2:13][CH2:12][N:11]([C:16]2[CH:17]=[CH:18][C:19]3[N:20]([C:22]([S:25][CH3:26])=[N:23][N:24]=3)[N:21]=2)[CH2:10][CH2:9]1)[C:2]1[CH:3]=[CH:4][CH:5]=[CH:6][CH:7]=1. Procedure details: A mixture of 1-benzyl-1,4-diazepane and 6-chloro-3-methylsulfanyl-1,2,4-triazolo[4,3-b]pyridazine was allowed to react by General Synthetic Method 2 to give 6-(4-benzyl-1,4-diazepan-1-yl)-3-methylsulfanyl-[1,2,4]triazolo[4,3-b]pyridazine. The reactants are Clc1cccc(CBr)n1, Oc1ccc2c(c1)C(O)C(Cc1cccnc1)CO2. Yields the product OC1c2cc(OCc3cccc(Cl)n3)ccc2OCC1Cc1cccnc1. RXN SMILES: [Cl:20][c:21]1[n:22][c:23]([CH2:27][Br:28])[cH:24][cH:25][cH:26]1.[n:1]1[cH:2][c:3]([CH2:7][CH:8]2[CH2:9][O:10][c:11]3[cH:12][cH:13][c:14]([OH:19])[cH:15][c:16]3[CH:17]2[OH:18])[cH:4][cH:5][cH:6]1>>[n:1]1[cH:2][c:3]([CH2:7][CH:8]2[CH2:9][O:10][c:11]3[cH:12][cH:13][c:14]([O:19][CH2:27][c:23]4[n:22][c:21]([Cl:20])[cH:26][cH:25][cH:24]4)[cH:15][c:16]3[CH:17]2[OH:18])[cH:4][cH:5][cH:6]1. The reactants are CCNCc1cc([N+](=O)[O-])ccc1Oc1cc(CC(=O)OCC)ccc1OC, O=C(Cl)C1CC1. The product is CCOC(=O)Cc1ccc(OC)c(Oc2ccc([N+](=O)[O-])cc2CN(CC)C(=O)C2CC2)c1. Reaction SMILES: [CH2:1]([CH3:2])[O:3][C:4]([CH2:5][c:6]1[cH:7][c:8]([O:14][c:15]2[c:16]([CH2:24][NH:25][CH2:26][CH3:27])[cH:17][c:18]([N+:21](=[O:22])[O-:23])[cH:19][cH:20]2)[c:9]([O:12][CH3:13])[cH:10][cH:11]1)=[O:28].[CH:29]1([C:32](=[O:33])[Cl:34])[CH2:30][CH2:31]1>>[CH2:1]([CH3:2])[O:3][C:4]([CH2:5][c:6]1[cH:7][c:8]([O:14][c:15]2[c:16]([CH2:24][N:25]([CH2:26][CH3:27])[C:32]([CH:29]3[CH2:30][CH2:31]3)=[O:33])[cH:17][c:18]([N+:21](=[O:22])[O-:23])[cH:19][cH:20]2)[c:9]([O:12][CH3:13])[cH:10][cH:11]1)=[O:28]. Reactants: [OH-].[Na+] (Sodium hydroxide), OO (hydrogen peroxide), C(#N)C1(CCC(CC1)NS(=O)(=O)C1=CC(=C(C=C1)OCC)C)NC(C)=O (N-(1-cyano-4-(4-ethoxy-3-methylphenylsulfonamido)cyclohexyl)acetamide), C(#N)C1(CCC(CC1)NS(=O)(=O)C1=CC(=C(C=C1)OCC)C)NC(C)=O (N-(1-cyano-4-(4-ethoxy-3-methylphenylsulfonamido)cyclohexyl)acetamide). The solvent is C(C)O (ethanol), O (water). Run at temperature 80 celsius. Product: C(C)OC1=C(C=C(C=C1)S(=O)(=O)NC1CCC2(C(NC(=N2)C)=O)CC1)C (4-Ethoxy-3-methyl-N-(2-methyl-4-oxo-1,3-diazaspiro[4.5]dec-1-en-8-yl)benzenesulfonamide). Yield: 48.3%. RXN SMILES: [OH-:1].[Na+].OO.[C:5]([C:7]1([NH:27][C:28](=O)[CH3:29])[CH2:12][CH2:11][CH:10]([NH:13][S:14]([C:17]2[CH:22]=[CH:21][C:20]([O:23][CH2:24][CH3:25])=[C:19]([CH3:26])[CH:18]=2)(=[O:16])=[O:15])[CH2:9][CH2:8]1)#[N:6]>C(O)C.O>[CH2:24]([O:23][C:20]1[CH:21]=[CH:22][C:17]([S:14]([NH:13][CH:10]2[CH2:9][CH2:8][C:7]3([N:27]=[C:28]([CH3:29])[NH:6][C:5]3=[O:1])[CH2:12][CH2:11]2)(=[O:15])=[O:16])=[CH:18][C:19]=1[CH3:26])[CH3:25] |f:0.1|. Procedure details: 5N Sodium hydroxide (320 ul, 1.59 mmol) followed by 50% aqueous hydrogen peroxide (157 ul, 2.55 mmol) were added to solution of N-(1-cyano-4-(4-ethoxy-3-methylphenylsulfonamido)cyclohexyl)acetamide (Intermediate 126, 242 mg, 0.638 mmol) in ethanol (6.4 ml). The reaction was heated to 80° C. for three hours. LCMS indicated approximately 3:1 product:starting material by co-injection. The reaction was diluted with water and extract with four volumes ethyl acetate. The combined organics were dried o... Starting materials: COC(=O)c1ccc(C=Cc2ccccc2)cc1NC(=O)c1ccccc1, CO, [Na+], C1CCOC1, [OH-]. The product is O=C(Nc1cc(C=Cc2ccccc2)ccc1C(=O)O)c1ccccc1. As a reaction SMILES: [C:5]([c:6]1[cH:7][cH:8][cH:9][cH:10][cH:11]1)(=[O:12])[NH:13][c:14]1[c:15]([C:16](=[O:17])[O:18][CH3:19])[cH:20][cH:21][c:22]([CH:24]=[CH:25][c:26]2[cH:27][cH:28][cH:29][cH:30][cH:31]2)[cH:23]1.[CH3:3][OH:4].[Na+:2].[O:32]1[CH2:33][CH2:34][CH2:35][CH2:36]1.[OH-:1]>>[C:5]([c:6]1[cH:7][cH:8][cH:9][cH:10][cH:11]1)(=[O:12])[NH:13][c:14]1[c:15]([C:16](=[O:17])[OH:18])[cH:20][cH:21][c:22]([CH:24]=[CH:25][c:26]2[cH:27][cH:28][cH:29][cH:30][cH:31]2)[cH:23]1.